Task: describe an organic reaction: reactants, conditions, products, and yield. Dataset: the Open Reaction Database (ORD), a public repository of structured organic reaction records Reactants: C(C)(=O)OC(C)=O (acetic anhydride), C(C)(=O)O (acetic acid), ( 166 ), Co(OAc)2.4H2O, C(C)(=O)O (acetic acid), Br (HBr), C(C)(=O)OC1=CC=C(C=C1)C(C)=O (p-acetoxyacetophenone), C(C)(=O)OC(C)=O (acetic anhydride), Mn(OAc)2.4H2O. Reagents/catalysts: [Ti] (titanium). Run at temperature 300 fahrenheit, time 31 minute. The product is C(C)(=O)OC1=CC=C(C(=O)O)C=C1 (p-acetoxybenzoic acid). As a reaction SMILES: [C:1]([O:4][C:5]1[CH:10]=[CH:9][C:8]([C:11](=[O:13])C)=[CH:7][CH:6]=1)(=[O:3])[CH3:2].C(OC(=O)C)(=[O:16])C.C(O)(=O)C.Br>[Ti]>[C:1]([O:4][C:5]1[CH:6]=[CH:7][C:8]([C:11]([OH:13])=[O:16])=[CH:9][CH:10]=1)(=[O:3])[CH3:2]. Procedure details: One hundred and sixty-six (166) g (0.933 mole) of p-acetoxyacetophenone, 100 g (0.98 mole) of acetic anhydride, 250 g (4.17 moles) of acetic acid, 0.35 g (0.0014 mole) of Co(OAc)2.4H2O, 0.35 g (0.0014 mole) of Mn(OAc)2.4H2O, and 0.47 g (0.0028 mole) of 48% HBr were combined in a two-liter titanium-clad autoclave. The mixture was heated to 300° F. and pressurized to 300 psi. Air was introduced at a rate of 0.75 scf/min for 15 minutes and then lowered to 0.61 scf/min for the remainder of the react... The reactants are CC1(CC(C2=CC=C(C=C12)OS(=O)(=O)C(F)(F)F)=O)C (trifluoro-methanesulfonic acid 3,3-dimethyl-1-oxo-indan-5-yl ester), ClC1=C(C=CC=C1Cl)B(O)O (2,3-dichlorophenyl boronic acid). Yields the product ClC1=C(C=CC=C1Cl)C=1C=C2C(CC(C2=CC1)=O)(C)C (5-(2,3-dichlorophenyl)-3,3-dimethylindan-1-one). RXN SMILES: [CH3:1][C:2]1([CH3:20])[C:10]2[C:5](=[CH:6][CH:7]=[C:8](OS(C(F)(F)F)(=O)=O)[CH:9]=2)[C:4](=[O:19])[CH2:3]1.[Cl:21][C:22]1[C:27]([Cl:28])=[CH:26][CH:25]=[CH:24][C:23]=1B(O)O>>[Cl:21][C:22]1[C:27]([Cl:28])=[CH:26][CH:25]=[CH:24][C:23]=1[C:8]1[CH:9]=[C:10]2[C:5](=[CH:6][CH:7]=1)[C:4](=[O:19])[CH2:3][C:2]2([CH3:20])[CH3:1]. Procedure details: The title compound was prepared from trifluoro-methanesulfonic acid 3,3-dimethyl-1-oxo-indan-5-yl ester and 2,3-dichlorophenyl boronic acid according to the procedure described in example 21. MS (ES) m/z 305.1; HRMS: calcd for C17H14Cl2O+H+, 305.04944; found (ESI, [M+H]+), 305.0504.